This data is from the Open Reaction Database (ORD), a public repository of structured organic reaction records. The task is: describe an organic reaction: reactants, conditions, products, and yield Reactants: compound 91, Cl.ClCC1=C(N=C2N1C=C(C=C2)F)C2=CC=C(C=C2)Cl (3-(chloromethyl)-2-(4-chlorophenyl)-6-fluoroimidazo[1,2-a]pyridine hydrochloride), N1=C(C=CC=C1)O (pyridin-2-ol). The product is ClC1=CC=C(C=C1)C=1N=C2N(C=C(C=C2)F)C1CN1C(C=CC=C1)=O (1-((2-(4-chlorophenyl)-6-fluoroimidazo[1,2-a]pyridin-3-yl)methyl)pyridin-2(1H)-one). As a reaction SMILES: Cl.Cl[CH2:3][C:4]1[N:8]2[CH:9]=[C:10]([F:13])[CH:11]=[CH:12][C:7]2=[N:6][C:5]=1[C:14]1[CH:19]=[CH:18][C:17]([Cl:20])=[CH:16][CH:15]=1.[N:21]1[CH:26]=[CH:25][CH:24]=[CH:23][C:22]=1[OH:27]>>[Cl:20][C:17]1[CH:18]=[CH:19][C:14]([C:5]2[N:6]=[C:7]3[CH:12]=[CH:11][C:10]([F:13])=[CH:9][N:8]3[C:4]=2[CH2:3][N:21]2[CH:26]=[CH:25][CH:24]=[CH:23][C:22]2=[O:27])=[CH:15][CH:16]=1 |f:0.1|. Procedure: The title compound was prepared according to Method B and the experimentals described for compound 91 from 3-(chloromethyl)-2-(4-chlorophenyl)-6-fluoroimidazo[1,2-a]pyridine hydrochloride and pyridin-2-ol. 1H-NMR (CDCl3, 400 MHz, δ) 8.45 (dd, J=2.4, 4.0 Hz, 1H), 7.65 (d, J=8.4 Hz, 2H), 7.58 (dd, J=5.1, 9.8 Hz, 1H), 7.46 (d, J=8.4 Hz, 1H), 7.24 (m, 1H), 7.16 (m, 1H), 6.76 (dd, J=1.9, 6.9 Hz, 1H), 6.59 (d, J=9.1 Hz, 1H), 6.00 (m, 1H), 5.62 (s, 2H) ppm; me/354 (M+H)+ RXN SMILES: [CH3:21][N:22]([c:23]1[cH:24][cH:25][cH:26][cH:27][cH:28]1)[CH3:29].[CH3:30][c:31]1[cH:32][cH:33][cH:34][cH:35][cH:36]1.[Cl:11][c:12]1[cH:13][c:14]([CH3:20])[c:15]([NH2:16])[c:17]([CH3:19])[cH:18]1.[Cl:1][C:2](=[O:3])[O:4][c:5]1[cH:6][cH:7][cH:8][cH:9][cH:10]1.[OH2:37]>>[C:2](=[O:3])([O:4][c:5]1[cH:6][cH:7][cH:8][cH:9][cH:10]1)[NH:16][c:15]1[c:14]([CH3:20])[cH:13][c:12]([Cl:11])[cH:18][c:17]1[CH3:19]. The reactants are CN(C)c1ccccc1, Cc1ccccc1, Cc1cc(Cl)cc(C)c1N, O=C(Cl)Oc1ccccc1, O. Yields the product Cc1cc(Cl)cc(C)c1NC(=O)Oc1ccccc1. Reactants: C(=O)(OCC1=CC=CC=C1)N1CC(C1)C1=C(C=C(C=C1)N1C(O[C@@H](C1)CN=[N+]=[N-])=O)F ((S)-(-)-N-Carbobenzyloxy-3-[2-fluoro-4-[5-azidomethyl-2-oxo-3-oxazolidinyl]phenyl]azetidine), C1(=CC=CC=C1)P(C1=CC=CC=C1)C1=CC=CC=C1 (triphenylphosphine), O (water). Solvent: C1CCOC1 (THF). Conditions: time 3 hour. The product is FC=1C=C(C=CC1C1CN(C1)C(=O)OCC1=CC=CC=C1)N1C(O[C@H](C1)CNC(C)=O)=O ((S)-N-[[3-[3-Fluoro-4-[1-(carbobenzyloxy)-3-azetidinyl]-phenyl]-2-oxo-5-oxazolidinyl]methyl]-acetamide). Reaction SMILES: [C:1]([N:11]1[CH2:14][CH:13]([C:15]2[CH:20]=[CH:19][C:18]([N:21]3[CH2:25][C@@H:24]([CH2:26][N:27]=[N+]=[N-])[O:23][C:22]3=[O:30])=[CH:17][C:16]=2[F:31])[CH2:12]1)([O:3][CH2:4][C:5]1[CH:10]=[CH:9][CH:8]=[CH:7][CH:6]=1)=[O:2].C1(P([C:45]2[CH:50]=CC=CC=2)C2C=CC=CC=2)C=CC=CC=1.[OH2:51]>C1COCC1>[F:31][C:16]1[CH:17]=[C:18]([N:21]2[CH2:25][C@H:24]([CH2:26][NH:27][C:50](=[O:51])[CH3:45])[O:23][C:22]2=[O:30])[CH:19]=[CH:20][C:15]=1[CH:13]1[CH2:14][N:11]([C:1]([O:3][CH2:4][C:5]2[CH:10]=[CH:9][CH:8]=[CH:7][CH:6]=2)=[O:2])[CH2:12]1. Procedure details: To a stirred solution of (S)-(-)-N-carbobenzyloxy-3-[2-fluoro-4-[5-azidomethyl-2oxo-3-oxazolidinyl]phenyl]azetidine (Example 81, Step 7, 1.63 g, 3.84 mmol) in dry THF (20 mL) was added triphenylphosphine (1.11 g, 4.23 mmol). After 3 hr, water (0.69 mL, 38.4 mmol) was added and the reaction stirred for 2 days at which time the solvents were evaporated. The residue was chromatographed over silica gel (150 g, 40-60 μm) eluting with 5-10% methanol-chloroform. The title compound was isolated as a vis...